Dataset: the Open Reaction Database (ORD), a public repository of structured organic reaction records. Task: describe an organic reaction: reactants, conditions, products, and yield Starting materials: [Cl-], Nc1nnc(C(F)(F)F)o1, O=C(O)C(c1ccccc1)c1ccccc1. Yields the product O=C(Nc1nnc(C(F)(F)F)o1)C(c1ccccc1)c1ccccc1. Reaction SMILES: [Cl-:11].[F:1][C:2]([c:3]1[n:4][n:5][c:6]([NH2:8])[o:7]1)([F:9])[F:10].[c:12]1([CH:18]([C:19](=[O:20])[OH:21])[c:22]2[cH:23][cH:24][cH:25][cH:26][cH:27]2)[cH:13][cH:14][cH:15][cH:16][cH:17]1>>[F:1][C:2]([c:3]1[n:4][n:5][c:6]([NH:8][C:19]([CH:18]([c:12]2[cH:13][cH:14][cH:15][cH:16][cH:17]2)[c:22]2[cH:23][cH:24][cH:25][cH:26][cH:27]2)=[O:20])[o:7]1)([F:9])[F:10]. Starting materials: OCCCC#N (4-hydroxybutyronitrile), CC(C)(C)[O-].[K+] (KOtBu), COCCOC (DME), C(C)(C)(C)OC(=O)N1CCC(CC1)C1=NC=NC2=CC(=CC=C12)F (4-(7-Fluoro-quinazolin-4-yl)-piperidine-1-carboxylic acid tert-butyl ester). Solvent: C(Cl)Cl.CC(=O)C (DCM acetone). Yields the product C(C)(C)(C)OC(=O)N1CCC(CC1)C1=NC=NC2=CC(=CC=C12)OCCCC#N (4-[7-(3-Cyano-propoxy)-quinazolin-4-yl]-piperidine-1-carboxylic acid tert-butyl ester). Yield: 42.0%. As a reaction SMILES: [OH:1][CH2:2][CH2:3][CH2:4][C:5]#[N:6].CC([O-])(C)C.[K+].COCCOC.[C:19]([O:23][C:24]([N:26]1[CH2:31][CH2:30][CH:29]([C:32]2[C:41]3[C:36](=[CH:37][C:38](F)=[CH:39][CH:40]=3)[N:35]=[CH:34][N:33]=2)[CH2:28][CH2:27]1)=[O:25])([CH3:22])([CH3:21])[CH3:20]>C(Cl)Cl.CC(C)=O>[C:19]([O:23][C:24]([N:26]1[CH2:31][CH2:30][CH:29]([C:32]2[C:41]3[C:36](=[CH:37][C:38]([O:1][CH2:2][CH2:3][CH2:4][C:5]#[N:6])=[CH:39][CH:40]=3)[N:35]=[CH:34][N:33]=2)[CH2:28][CH2:27]1)=[O:25])([CH3:22])([CH3:20])[CH3:21] |f:1.2,5.6|. Procedure: A mixture of 4-hydroxybutyronitrile (24.2 mg, 285 μmol) [Organometallics (1996), 15(4), 1236-41], KOtBu (34.8 mg, 311 μmol), and DME was stirred at rt, followed by the addition of 4-(7-Fluoro-quinazolin-4-yl)-piperidine-1-carboxylic acid tert-butyl ester (48.8 mg, 147 μmol) (prepared as described in Example 65b). The resulting homogeneous solution was stirred at rt for 2 hr, and was then directly loaded onto a 5 g Jones silica cartridge pre-equilibrated with 9:1 DCM/acetone, and eluted with 9:1→... The reactants are CCN1CC2(OCCO2)c2ccc3ccccc3c2S1(=O)=O, CO, Cl. Product: CCN1CC(=O)c2ccc3ccccc3c2S1(=O)=O. As a reaction SMILES: [CH2:1]1[O:2][C:4]2([O:3][CH2:22]1)[CH2:5][N:6]([CH2:20][CH3:21])[S:7](=[O:18])(=[O:19])[c:8]1[c:9]2[cH:10][cH:11][c:12]2[cH:13][cH:14][cH:15][cH:16][c:17]12.[CH3:24][OH:25].[ClH:23]>>[O:3]=[C:4]1[CH2:5][N:6]([CH2:20][CH3:21])[S:7](=[O:18])(=[O:19])[c:8]2[c:9]1[cH:10][cH:11][c:12]1[cH:13][cH:14][cH:15][cH:16][c:17]21. The reactants are N1N=CCC1 (2-pyrazoline), N1N=CCC1 (2-pyrazoline). Reagents/catalysts: [Br-].C(C)[N+](CC)(CC)CC (tetraethylammonium bromide). Solvent: C(C)O (ethanol). Yields the product N1N=CCC1 (2-pyrazoline), N1N=CC=C1 (pyrazole). As a reaction SMILES: [NH:1]1[CH2:5][CH2:4][CH:3]=[N:2]1>[Br-].C([N+](CC)(CC)CC)C.C(O)C>[NH:2]1[CH2:3][CH2:4][CH:5]=[N:1]1.[NH:1]1[CH:5]=[CH:4][CH:3]=[N:2]1 |f:1.2|. Reported procedure: 234 g of 2-pyrazoline and 64 g of tetraethylammonium bromide were dissolved in 3,000 g of ethanol and electrolyzed with 2 F/mol of 2-pyrazoline at a current density of 6.8 A/dm2 and 30° C. Working up as described in Example 1 gave 18.2 g of 2-pyrazoline and 129 g of pyrazole. This corresponds to a conversion of 92%, a yield of 57% and a selectivity of 62%. The reactants are CN1CCc2[nH]c3ccc(CO)cc3c2C1, CN1CCCC1=O, C=Cc1ccc(CO)nc1, [K+], [OH-]. Product: CN1CCc2c(c3cc(CO)ccc3n2CCc2ccc(CO)nc2)C1. As a reaction SMILES: [CH3:1][N:2]1[CH2:3][c:4]2[c:5]([nH:6][c:7]3[cH:8][cH:9][c:10]([CH2:13][OH:14])[cH:11][c:12]23)[CH2:15][CH2:16]1.[CH3:29][N:30]1[CH2:31][CH2:32][CH2:33][C:34]1=[O:35].[CH:17](=[CH2:18])[c:19]1[cH:20][cH:21][c:22]([CH2:25][OH:26])[n:23][cH:24]1.[K+:28].[OH-:27]>>[CH3:1][N:2]1[CH2:3][c:4]2[c:5]([n:6]([CH2:18][CH2:17][c:19]3[cH:20][cH:21][c:22]([CH2:25][OH:26])[n:23][cH:24]3)[c:7]3[cH:8][cH:9][c:10]([CH2:13][OH:14])[cH:11][c:12]23)[CH2:15][CH2:16]1. Reactants: C(#N)C=1C=C(CBr)C=CC1 (3-Cyanobenzylbromide), BrC=1C=CC(=C(C(=O)O)C1)O (5-bromo-2-hydroxybenzoic acid), C([O-])([O-])=O.[K+].[K+] (potassium carbonate). The solvent is CC(=O)C (acetone). Run at temperature 56 celsius, time 24 hour. Product: BrC=1C=CC(=C(C(=O)OCC2=CC(=CC=C2)C#N)C1)OCC1=CC(=CC=C1)C#N ((3-Cyanophenyl)methyl 5-bromo-2-{[(3-cyanophenyl)methyl]oxy}benzoate). RXN SMILES: [C:1]([C:3]1[CH:4]=[C:5]([CH:8]=[CH:9][CH:10]=1)[CH2:6]Br)#[N:2].[Br:11][C:12]1[CH:13]=[CH:14][C:15]([OH:21])=[C:16]([CH:20]=1)[C:17]([OH:19])=[O:18].C(=O)([O-])[O-].[K+].[K+]>CC(C)=O>[Br:11][C:12]1[CH:13]=[CH:14][C:15]([O:21][CH2:6][C:5]2[CH:8]=[CH:9][CH:10]=[C:3]([C:1]#[N:2])[CH:4]=2)=[C:16]([CH:20]=1)[C:17]([O:19][CH2:6][C:5]1[CH:8]=[CH:9][CH:10]=[C:3]([C:1]#[N:2])[CH:4]=1)=[O:18] |f:2.3.4|. Reported procedure: 3-Cyanobenzylbromide (542 mg, 2.76 mmol) was added dropwise to a stirred suspension of 5-bromo-2-hydroxybenzoic acid (200 mg, 0.92 mmol) and potassium carbonate (255 mg, 1.84 mmol) in acetone (40 ml) over 1 min. The reaction mixture was then stirred at 56° C. for 24 h. The organic phase was evaporated and the residue was washed with water (25 ml), extracted with ethyl acetate (100 ml) and evaporated in vacuo to yield the title compound as an off white solid. 411 mg.